This data is from the Open Reaction Database (ORD), a public repository of structured organic reaction records. The task is: describe an organic reaction: reactants, conditions, products, and yield Reactants: CN (Methylamine), ClCC1=NC2=CC=C(C=C2C=C1)[N+](=O)[O-] (2-(chloromethyl)-6-nitroquinoline). Run in C1(=CC=CC=C1)C (toluene). Run at temperature 20 celsius. Yields the product CNCC1=NC2=CC=C(C=C2C=C1)[N+](=O)[O-] (2-(Methylaminomethyl)-6-nitroquinoline). As a reaction SMILES: [CH3:1][NH2:2].Cl[CH2:4][C:5]1[CH:14]=[CH:13][C:12]2[C:7](=[CH:8][CH:9]=[C:10]([N+:15]([O-:17])=[O:16])[CH:11]=2)[N:6]=1>C1(C)C=CC=CC=1>[CH3:1][NH:2][CH2:4][C:5]1[CH:14]=[CH:13][C:12]2[C:7](=[CH:8][CH:9]=[C:10]([N+:15]([O-:17])=[O:16])[CH:11]=2)[N:6]=1. Procedure: Methylamine (g) was bubbled through a stirring solution of 2-(chloromethyl)-6-nitroquinoline (5.00 g, 22.47 mmol) in toluene (70 mL) at 0° C. The mixture was slowly warmed to 20° C. over 4 hours, concentrated to 1/2 volume, and partitioned between 10% aqueous K2CO3 /ethyl acetate. The organic phase was dried (MgSO4), decolorized (charcoal) and concentrated. Yield: 4.89 g as a brown solid which was used without purification. Reactants: CCO, O=C(O)c1ccc(OCc2ccc(Cl)cc2)cc1, NN, O. The product is NNC(=O)c1ccc(OCc2ccc(Cl)cc2)cc1. Reaction SMILES: [CH3:22][CH2:23][OH:24].[Cl:4][c:5]1[cH:6][cH:7][c:8]([CH2:9][O:10][c:11]2[cH:12][cH:13][c:14]([C:15](=[O:16])[OH:17])[cH:18][cH:19]2)[cH:20][cH:21]1.[NH2:2][NH2:3].[OH2:1]>>[NH:2]([NH2:3])[C:15]([c:14]1[cH:13][cH:12][c:11]([O:10][CH2:9][c:8]2[cH:7][cH:6][c:5]([Cl:4])[cH:21][cH:20]2)[cH:19][cH:18]1)=[O:16].